Dataset: the Open Reaction Database (ORD), a public repository of structured organic reaction records. Task: describe an organic reaction: reactants, conditions, products, and yield Reactants: ClC1=NC=NC(=C1)NC1=CC(=CC=C1)C (4-chloro-6-(3'-methylanilino)pyrimidine), NC1=CC=C(OCC(=O)OCC)C=C1 (ethyl 4-aminophenoxyacetate). Yields the product C(C)OC(=O)COC1=CC=C(NC2=NC=NC(=C2)NC2=CC(=CC=C2)C)C=C1 (4-[4'-(ethoxycarbonylmethoxy)anilino]6-(3'-methylanilino)pyrimidine). Isolated yield 33.1%. Reaction SMILES: Cl[C:2]1[CH:7]=[C:6]([NH:8][C:9]2[CH:14]=[CH:13][CH:12]=[C:11]([CH3:15])[CH:10]=2)[N:5]=[CH:4][N:3]=1.[NH2:16][C:17]1[CH:29]=[CH:28][C:20]([O:21][CH2:22][C:23]([O:25][CH2:26][CH3:27])=[O:24])=[CH:19][CH:18]=1>>[CH2:26]([O:25][C:23]([CH2:22][O:21][C:20]1[CH:19]=[CH:18][C:17]([NH:16][C:2]2[CH:7]=[C:6]([NH:8][C:9]3[CH:14]=[CH:13][CH:12]=[C:11]([CH3:15])[CH:10]=3)[N:5]=[CH:4][N:3]=2)=[CH:29][CH:28]=1)=[O:24])[CH3:27]. Procedure details: Using an analogous reaction procedure to that described in Example 6, 4-chloro-6-(3'-methylanilino)pyrimidine (1.0 g) was reacted with ethyl 4-aminophenoxyacetate (1.0 g). The product so obtained was chromatographed on silica to give 4-[4'-(ethoxycarbonylmethoxy)anilino]6-(3'-methylanilino)pyrimidine (0.57 g). The reactants are FC=1C(=C(C=CC1)[C@@H](C[C@@](C=O)(C(F)(F)F)O)C)OC ((2R*,4R*)-4-(3-fluoro-2-methoxyphenyl)-2-hydroxy-2-(trifluoromethyl)pentanal), NC1=C2C=NN(C(C2=CC=C1)=O)C (5-amino-2-methylphthalazin-1-one). The reagents and catalysts are [O-]CC.[O-]CC.[O-]CC.[O-]CC.[Ti+4] (titanium tetraethoxide). Product: FC=1C(=C(C=CC1)[C@@H](C[C@@](C=NC1=C2C=NN(C(C2=CC=C1)=O)C)(C(F)(F)F)O)C)OC (5-{[(2R*,4R*)-4-(3-fluoro-2-methoxyphenyl)-2-hydroxy-2-(trifluoromethyl)pentyliden]amino}-2-methylphthalazin-1-one). As a reaction SMILES: [F:1][C:2]1[C:3]([O:19][CH3:20])=[C:4]([C@H:8]([CH3:18])[CH2:9][C@:10]([OH:17])([C:13]([F:16])([F:15])[F:14])[CH:11]=O)[CH:5]=[CH:6][CH:7]=1.[NH2:21][C:22]1[CH:31]=[CH:30][CH:29]=[C:28]2[C:23]=1[CH:24]=[N:25][N:26]([CH3:33])[C:27]2=[O:32]>[O-]CC.[O-]CC.[O-]CC.[O-]CC.[Ti+4]>[F:1][C:2]1[C:3]([O:19][CH3:20])=[C:4]([C@H:8]([CH3:18])[CH2:9][C@:10]([OH:17])([C:13]([F:14])([F:15])[F:16])[CH:11]=[N:21][C:22]2[CH:31]=[CH:30][CH:29]=[C:28]3[C:23]=2[CH:24]=[N:25][N:26]([CH3:33])[C:27]3=[O:32])[CH:5]=[CH:6][CH:7]=1 |f:2.3.4.5.6|. Procedure: In the same way as in Example 1, 295 mg (1.0 mmol) of (2R*,4R*)-4-(3-fluoro-2-methoxyphenyl)-2-hydroxy-2-(trifluoromethyl)pentanal, 217 mg (1.0 mmol) of 5-amino-2-methylphthalazin-1-one and 0.53 ml of titanium tetraethoxide are reacted to give 5-{[(2R*,4R*)-4-(3-fluoro-2-methoxyphenyl)-2-hydroxy-2-(trifluoromethyl)pentyliden]amino}-2-methylphthalazin-1-one. 590 mg of resultant crude imine are cyclized, in the same way as in Example 1, at −30° C. using 10 ml (10 mmol) of 1 M boron tribromide solu... The reactants are C1(=CC=CC=C1)C (Toluene), B(C=1C=CC(=CC1)C)(O)O (p-tolylboronic acid), BrC=1SC(=CC1)C1=CC(=C(C=C1)CCCCC)F (2-bromo-5-(3-fluoro-4-pentylphenyl)thiophene), C(O)([O-])=O.[Na+] (sodium hydrogencarbonate). The reagents and catalysts are C=1C=CC(=CC1)[P](C=2C=CC=CC2)(C=3C=CC=CC3)[Pd]([P](C=4C=CC=CC4)(C=5C=CC=CC5)C=6C=CC=CC6)([P](C=7C=CC=CC7)(C=8C=CC=CC8)C=9C=CC=CC9)[P](C=1C=CC=CC1)(C=1C=CC=CC1)C=1C=CC=CC1 (tetrakis(triphenylphosphine)palladium(0)). Solvent: O (water), C(C)O.C1(=CC=CC=C1)C (ethanol toluene). The product is FC=1C=C(C=CC1CCCCC)C=1SC(=CC1)C1=CC=C(C=C1)C (2-(3-Fluoro-4-pentylphenyl)-5-p-tolylthiophene). Reaction SMILES: B(O)(O)[C:2]1[CH:3]=[CH:4][C:5]([CH3:8])=[CH:6][CH:7]=1.Br[C:12]1[S:13][C:14]([C:17]2[CH:22]=[CH:21][C:20]([CH2:23][CH2:24][CH2:25][CH2:26][CH3:27])=[C:19]([F:28])[CH:18]=2)=[CH:15][CH:16]=1.C(=O)([O-])O.[Na+].C1(C)C=CC=CC=1>C(O)C.C1(C)C=CC=CC=1.C1C=CC([P]([Pd]([P](C2C=CC=CC=2)(C2C=CC=CC=2)C2C=CC=CC=2)([P](C2C=CC=CC=2)(C2C=CC=CC=2)C2C=CC=CC=2)[P](C2C=CC=CC=2)(C2C=CC=CC=2)C2C=CC=CC=2)(C2C=CC=CC=2)C2C=CC=CC=2)=CC=1.O>[F:28][C:19]1[CH:18]=[C:17]([C:14]2[S:13][C:12]([C:2]3[CH:7]=[CH:6][C:5]([CH3:8])=[CH:4][CH:3]=3)=[CH:16][CH:15]=2)[CH:22]=[CH:21][C:20]=1[CH2:23][CH2:24][CH2:25][CH2:26][CH3:27] |f:2.3,5.6,^1:54,56,75,94|. Procedure details: A mixture of 3.54 g (26.0 mmol) of p-tolylboronic acid, 8.50 g (26.0 mmol) of 2-bromo-5-(3-fluoro-4-pentylphenyl)thiophene, 1.50 g (1.30 mmol) of tetrakis(triphenylphosphine)palladium(0) and 33 ml of 2 M sodium hydrogencarbonate soln. in 80 ml of ethanol/toluene=3:2 is heated at 80° C. for 20 h. Toluene and water are added to the mixture, and the organic phase is separated off. The aqueous phase is extracted with toluene, and the combined organic phases are washed with sat. sodium chloride soln....